From a dataset of the Open Reaction Database (ORD), a public repository of structured organic reaction records. describe an organic reaction: reactants, conditions, products, and yield The reactants are [H-].[Al+3].[Li+].[H-].[H-].[H-] (lithium aluminum hydride), C(C)(=O)OCCC(C(C)(C)OC(C)OCC)(F)F (4-(1-ethoxyethoxy)-3,3-difluoro-4-methyl-1-pentanol 1-acetate). Run in CCOCC (ether), CCOCC (ether). Run at temperature 35 celsius, time 0.5 hour. The product is C(C)OC(C)OC(C(CCO)(F)F)(C)C (4-(1-ethoxyethoxy)-3,3-difluoro-4-methyl-1-pentanol). As a reaction SMILES: [H-].[Al+3].[Li+].[H-].[H-].[H-].C([O:10][CH2:11][CH2:12][C:13]([F:24])([F:23])[C:14]([O:17][CH:18]([O:20][CH2:21][CH3:22])[CH3:19])([CH3:16])[CH3:15])(=O)C>CCOCC>[CH2:21]([O:20][CH:18]([O:17][C:14]([CH3:16])([CH3:15])[C:13]([F:23])([F:24])[CH2:12][CH2:11][OH:10])[CH3:19])[CH3:22] |f:0.1.2.3.4.5|. Procedure details: To a mixture of 2.25 g (0.059 mol) of lithium aluminum hydride in 50 mL of ether at 0° C. was added dropwise, 11.30 g (0.040 mol) of 4-(1-ethoxyethoxy)-3,3-difluoro-4-methyl-1-pentanol 1-acetate in 130 mL of ether. The mixture was heated at reflux (35° C.) for 3 hr and then was recooled to 0° C. The mixture was quenched by adding dropwise 4.5 mL of water followed by 3.6 mL of 10% aqueous sodium hydroxide. The mixture was stirred at 25° C. for 0.5 hr and was filtered. Evaporation of solvent and c... Reactants: C1(=CC=C(C=C1)S(=O)(=O)Cl)C1=CC=CC=C1 (4-biphenylsulfonyl chloride), N1CCC(CC1)C1=NC2=C(N1)C=CC=C2 (2-(piperidin-4-yl)-1H-benzimidazole), C(C)(C)N(C(C)C)CC (N,N-diisopropylethylamine). Solvent: C(Cl)Cl (DCM). Yields the product C1(=CC=C(C=C1)S(=O)(=O)N1CCC(CC1)C1=NC2=C(N1)C=CC=C2)C2=CC=CC=C2 (2-[1-(biphenyl-4-ylsulfonyl)piperidin-4-yl]-1H-benzimidazole). Isolated yield 20.1%. Reaction SMILES: [C:1]1([C:11]2[CH:16]=[CH:15][CH:14]=[CH:13][CH:12]=2)[CH:6]=[CH:5][C:4]([S:7](Cl)(=[O:9])=[O:8])=[CH:3][CH:2]=1.[NH:17]1[CH2:22][CH2:21][CH:20]([C:23]2[NH:27][C:26]3[CH:28]=[CH:29][CH:30]=[CH:31][C:25]=3[N:24]=2)[CH2:19][CH2:18]1.C(N(CC)C(C)C)(C)C>C(Cl)Cl>[C:1]1([C:11]2[CH:16]=[CH:15][CH:14]=[CH:13][CH:12]=2)[CH:6]=[CH:5][C:4]([S:7]([N:17]2[CH2:18][CH2:19][CH:20]([C:23]3[NH:24][C:25]4[CH:31]=[CH:30][CH:29]=[CH:28][C:26]=4[N:27]=3)[CH2:21][CH2:22]2)(=[O:9])=[O:8])=[CH:3][CH:2]=1. Procedure: To a stirred mixture of 4-biphenylsulfonyl chloride (63 mg, 0.25 mmol) and 2-(piperidin-4-yl)-1H-benzimidazole (50 mg, 0.25 mmol) in DCM (10 mL) is added N,N-diisopropylethylamine (62 μL, 0.37 mmol). After 18 h the reaction mixture is washed with water and brine, dried over Na2SO4, filtered and concentrated under reduced pressure. Trituration with heptane gives 21 mg of 2-[1-(biphenyl-4-ylsulfonyl)piperidin-4-yl]-1H-benzimidazole. Reactants: CC(C)(C)OC(=O)N1CCc2c(n(Cc3ccccc3)c3ccccc23)C1, ClC(Cl)Cl, O=C(O)C(F)(F)F. The product is c1ccc(Cn2c3c(c4ccccc42)CCNC3)cc1. As a reaction SMILES: [CH2:1]([c:2]1[cH:3][cH:4][cH:5][cH:6][cH:7]1)[n:8]1[c:9]2[c:10]([c:11]3[cH:12][cH:13][cH:14][cH:15][c:16]13)[CH2:17][CH2:18][N:19]([C:21]([O:22][C:23]([CH3:24])([CH3:25])[CH3:26])=[O:27])[CH2:20]2.[CH:35]([Cl:36])([Cl:37])[Cl:38].[OH:28][C:29]([C:30]([F:31])([F:32])[F:33])=[O:34]>>[CH2:1]([c:2]1[cH:3][cH:4][cH:5][cH:6][cH:7]1)[n:8]1[c:9]2[c:10]([c:11]3[cH:12][cH:13][cH:14][cH:15][c:16]13)[CH2:17][CH2:18][NH:19][CH2:20]2. Run at time 16 hour. Solvent: O (water). Reported procedure: To a solution of 3-allyl-N-{3-chloro-4-[(3-fluorobenzyl)oxy]phenyl}-4,5-dihydro-3H-pyrimido[5′,4′:4,5]thieno[2,3-e]indazol-6-amine (300 mg, 0.52 mmol) and 4-methylmorpholine N-oxide monohydrate (133 mg, 1.14 mmol, 2.2 eq) in acetone (5 mL) and water (0.5 mL) was added a catalytic amount of osmium (VIII) tetraoxide (10 mg, 2.5 w % in t-BuOH). The reaction mixture was stirred at rt for 16 h. Sodium sulfite (1 g) was added to the stirred solution and the mixture was stirred for an additional 1 h. T... Yields the product ClC=1C=C(C=CC1OCC1=CC(=CC=C1)F)NC1=NC=NC2=C1C1=C(C=3C=NN(C3CC1)CC(CO)O)S2 (3-[6-({3-chloro-4-[(3-fluorobenzyl)oxy]phenyl}amino)-4,5-dihydro-3H pyrimido[5′,4′:4,5]thieno[2,3-e]indazol-3-yl]propane-1,2-diol). Reagents/catalysts: [Os](=O)(=O)(=O)=O (osmium (VIII) tetraoxide). Reactants: C(C=C)N1N=CC=2C3=C(CCC12)C=1C(S3)=NC=NC1NC1=CC(=C(C=C1)OCC1=CC(=CC=C1)F)Cl (3-allyl-N-{3-chloro-4-[(3-fluorobenzyl)oxy]phenyl}-4,5-dihydro-3H-pyrimido[5′,4′:4,5]thieno[2,3-e]indazol-6-amine), O.C[N+]1(CCOCC1)[O-] (4-methylmorpholine N-oxide monohydrate), CC(=O)C (acetone), S(=O)([O-])[O-].[Na+].[Na+] (Sodium sulfite). The yield is 8.9%. Reaction SMILES: C([N:4]1[C:12]2C[CH2:10][C:9]3[C:13]4[C:14](=[N:16][CH:17]=[N:18][C:19]=4[NH:20][C:21]4[CH:26]=[CH:25][C:24]([O:27][CH2:28][C:29]5[CH:34]=[CH:33][CH:32]=[C:31]([F:35])[CH:30]=5)=[C:23]([Cl:36])[CH:22]=4)[S:15][C:8]=3[C:7]=2C=N1)C=C.O.C[N+:39]1([O-])[CH2:44][CH2:43][O:42][CH2:41][CH2:40]1.S([O-])([O-])=O.[Na+].[Na+].C[C:53](C)=[O:54]>O.[Os](=O)(=O)(=O)=O>[Cl:36][C:23]1[CH:22]=[C:21]([NH:20][C:19]2[C:13]3[C:9]4[CH2:10][CH2:43][C:44]5[N:39]([CH2:40][CH:41]([OH:42])[CH2:53][OH:54])[N:4]=[CH:12][C:7]=5[C:8]=4[S:15][C:14]=3[N:16]=[CH:17][N:18]=2)[CH:26]=[CH:25][C:24]=1[O:27][CH2:28][C:29]1[CH:34]=[CH:33][CH:32]=[C:31]([F:35])[CH:30]=1 |f:1.2,3.4.5|. Starting materials: BrC1=CC(=C(C=C1)OC)[N+](=O)[O-] (4-bromo-1-(methyloxy)-2-nitrobenzene), C(=O)([O-])[O-].[Na+].[Na+] (Na2CO3), N1=CC(=CC=C1)B(O)O (3-pyridinylboronic acid), dichloro(triphenylphosphine)palladium. The solvent is C(C)(=O)OCC (ethyl acetate). Conditions: temperature 80 celsius. Product: COC1=C(C=C(C=C1)C=1C=NC=CC1)[N+](=O)[O-] (3-[4-(methyloxy)-3-nitrophenyl]pyridine). Yield: 30.2%. RXN SMILES: Br[C:2]1[CH:7]=[CH:6][C:5]([O:8][CH3:9])=[C:4]([N+:10]([O-:12])=[O:11])[CH:3]=1.[N:13]1[CH:18]=[CH:17][CH:16]=[C:15](B(O)O)[CH:14]=1.C([O-])([O-])=O.[Na+].[Na+]>C(OCC)(=O)C>[CH3:9][O:8][C:5]1[CH:6]=[CH:7][C:2]([C:15]2[CH:14]=[N:13][CH:18]=[CH:17][CH:16]=2)=[CH:3][C:4]=1[N+:10]([O-:12])=[O:11] |f:2.3.4|. Procedure: Nitrogen was bubbled through dioxane (100 mL) followed by the addition of 4-bromo-1-(methyloxy)-2-nitrobenzene (5.0 g, 21.55 mmol, Transworld). To the solution were added 3-pyridinylboronic acid (3.16 g, 25.90 mmol, Boron Molecular), dichloro(triphenylphosphine)palladium (0.76 g, 1.08 mmol, Strem) and degassed aqueous Na2CO3 (65 mL, 1 M, 65 mmol). The reaction mixture was heated at 80° C. overnight. The reaction mixture was diluted with ethyl acetate (100 ml) and washed with water (100 mL). The ... Starting materials: C1(CC1)NC(=O)C1=CC=CC=2SC(=CC21)C2=NC(=NC=C2Cl)Cl (2-(2,5-dichloropyrimidin-4-yl)-benzo[b]thiophene-4-carboxylic acid cyclopropylamide), C(C)(C)(C)OC(=O)N1C[C@@H](N(CC1)CCCN)C ((S)-4-(3-aminopropyl)-3-methylpiperazine-1-carboxylic acid tert-butyl ester), Cl (HCl). The solvent is Cl.Cl.ClC=1C(=NC(=NC1)NCCC1CCN(CC1)C)C1=CC2=C(S1)C=CC=C2C(=O)N (2-{5-chloro-2-[2-(1-methylpiperidin-4-yl)-ethylamino]-pyrimidin-4-yl}-benzo[b]thiophene-4-carboxylic acid amide di-hydrochloride). The product is Cl.Cl.Cl.C1(CC1)NC(=O)C1=CC=CC=2SC(=CC21)C2=NC(=NC=C2Cl)NCCCN2[C@H](CNCC2)C ((S)-2-{5-Chloro-2-[3-(2-methylpiperazin-1-yl)-propylamino]-pyrimidin-4-yl}-benzo[b]thiophene-4-carboxylic acid cyclopropylamide tri-hydrochloride). RXN SMILES: [CH:1]1([NH:4][C:5]([C:7]2[C:15]3[CH:14]=[C:13]([C:16]4[C:21]([Cl:22])=[CH:20][N:19]=[C:18](Cl)[N:17]=4)[S:12][C:11]=3[CH:10]=[CH:9][CH:8]=2)=[O:6])[CH2:3][CH2:2]1.C(OC([N:31]1[CH2:36][CH2:35][N:34]([CH2:37][CH2:38][CH2:39][NH2:40])[C@@H:33]([CH3:41])[CH2:32]1)=O)(C)(C)C.[ClH:42]>Cl.Cl.ClC1C(C2SC3C=CC=C(C(N)=O)C=3C=2)=NC(NCCC2CCN(C)CC2)=NC=1>[ClH:22].[ClH:42].[ClH:22].[CH:1]1([NH:4][C:5]([C:7]2[C:15]3[CH:14]=[C:13]([C:16]4[C:21]([Cl:22])=[CH:20][N:19]=[C:18]([NH:40][CH2:39][CH2:38][CH2:37][N:34]5[CH2:35][CH2:36][NH:31][CH2:32][C@@H:33]5[CH3:41])[N:17]=4)[S:12][C:11]=3[CH:10]=[CH:9][CH:8]=2)=[O:6])[CH2:3][CH2:2]1 |f:3.4.5,6.7.8.9|. Procedure: Using the method of (R)-2-{5-chloro-2-[3-(2-methylpiperazin-1-yl)-propylamino]-pyrimidin-4-yl}-benzo[b]thiophene-4-carboxylic acid methylamide, free base of the title compound is synthesized from 2-(2,5-dichloropyrimidin-4-yl)-benzo[b]thiophene-4-carboxylic acid cyclopropylamide and (S)-4-(3-aminopropyl)-3-methylpiperazine-1-carboxylic acid tert-butyl ester. After treating the free base with 12 N HCl (10 equivalents) as described in 2-{5-chloro-2-[2-(1-methylpiperidin-4-yl)-ethylamino]-pyrimidin... Reactants: S1C=CC=C1 (thiophene), [N+](=O)([O-])C1=C(C=C(C=C1)C1=C(C=CC=C1)CCNS(=O)(=O)C1=CC=CC=C1)CNCCC (N-[2-(4′-nitro-3′-propylaminomethyl-biphenyl-2-yl)-ethyl]-benzenesulfonamide), O=[Si]=O (Dicalite). The reagents and catalysts are [Pd] (Pd/C). Run in CO (methanol). Yields the product NC1=C(C=C(C=C1)C1=C(C=CC=C1)CCNS(=O)(=O)C1=CC=CC=C1)CNCCC (N-[2-(4′-Amino-3′-propylaminomethyl-biphenyl-2-yl)-ethyl]-benzenesulfonamide). RXN SMILES: [N+:1]([C:4]1[CH:9]=[CH:8][C:7]([C:10]2[CH:15]=[CH:14][CH:13]=[CH:12][C:11]=2[CH2:16][CH2:17][NH:18][S:19]([C:22]2[CH:27]=[CH:26][CH:25]=[CH:24][CH:23]=2)(=[O:21])=[O:20])=[CH:6][C:5]=1[CH2:28][NH:29][CH2:30][CH2:31][CH3:32])([O-])=O.S1C=CC=C1.O=[Si]=O>CO.[Pd]>[NH2:1][C:4]1[CH:9]=[CH:8][C:7]([C:10]2[CH:15]=[CH:14][CH:13]=[CH:12][C:11]=2[CH2:16][CH2:17][NH:18][S:19]([C:22]2[CH:23]=[CH:24][CH:25]=[CH:26][CH:27]=2)(=[O:21])=[O:20])=[CH:6][C:5]=1[CH2:28][NH:29][CH2:30][CH2:31][CH3:32]. Reported procedure: A mixture of N-[2-(4′-nitro-3′-propylaminomethyl-biphenyl-2-yl)-ethyl]-benzenesulfonamide (0.00031 mol) in methanol (50 mL) was hydrogenated with 10% Pd/C (0.100 g) as a catalyst in the presence of thiophene solution (0.5 mL). After uptake of H2 gas (3 equiv.), the reaction mixture was filtered over Dicalite and the filtrate was evaporated to yield the title compound as a residue. (The compound was used without further purification, immediately in the next reaction step.) As a reaction SMILES: [CH3:1][O:2][CH2:3][C:4]1[CH:9]=[C:8]([C:10]2[O:14][N:13]=[C:12]([C:15]3[CH:20]=[CH:19][C:18]([CH2:21][OH:22])=[CH:17][C:16]=3[CH3:23])[N:11]=2)[CH:7]=[CH:6][C:5]=1[C:24]1[CH:29]=[CH:28][CH:27]=[CH:26][C:25]=1[CH3:30]>O1CCOCC1.[O-2].[O-2].[Mn+4]>[CH3:1][O:2][CH2:3][C:4]1[CH:9]=[C:8]([C:10]2[O:14][N:13]=[C:12]([C:15]3[CH:20]=[CH:19][C:18]([CH:21]=[O:22])=[CH:17][C:16]=3[CH3:23])[N:11]=2)[CH:7]=[CH:6][C:5]=1[C:24]1[CH:29]=[CH:28][CH:27]=[CH:26][C:25]=1[CH3:30] |f:2.3.4|. Reported procedure: (4-(5-(2-(methoxymethyl)-2′-methylbiphenyl-4-yl)-1,2,4-oxadiazol-3-yl)-3-methylphenyl)methanol (401 mg, 1.0 mmol) was dissolved in dioxane (10 mL) and manganese dioxide (1.0 g, 11.6 mmol) was added. The mixture was heated at 70° C. overnight and then the solvent was removed in vacuo. The residue was triturated with a mixture of petrol and diethyl ether to give the title compound as a white solid (361 mg, 90%). 1H NMR (CDCl3, 400 MHz) δ 10.10 (1H, s), 8.45 (1H, s), 8.33 (1H, d, J=8.3 Hz), 8.19 (1... Reactants: COCC1=C(C=CC(=C1)C1=NC(=NO1)C1=C(C=C(C=C1)CO)C)C1=C(C=CC=C1)C ((4-(5-(2-(methoxymethyl)-2′-methylbiphenyl-4-yl)-1,2,4-oxadiazol-3-yl)-3-methylphenyl)methanol). Conditions: temperature 70 celsius. The reagents and catalysts are [O-2].[O-2].[Mn+4] (manganese dioxide). Yields the product COCC1=C(C=CC(=C1)C1=NC(=NO1)C1=C(C=C(C=O)C=C1)C)C1=C(C=CC=C1)C (4-(5-(2-(methoxymethyl)-2′-methylbiphenyl-4-yl)-1,2,4-oxadiazol-3-yl)-3-methylbenzaldehyde). Isolated yield 90.6%. The solvent is O1CCOCC1 (dioxane). The reactants are BrCCCCc1ccccc1, COC(=O)CS(=O)(=O)c1ccc(OC)c(OC)c1, Cl, [H-], [Na+], CN(C)C=O. Yields the product COC(=O)C(CCCCc1ccccc1)S(=O)(=O)c1ccc(OC)c(OC)c1. As a reaction SMILES: [Br:21][CH2:22][CH2:23][CH2:24][CH2:25][c:26]1[cH:27][cH:28][cH:29][cH:30][cH:31]1.[CH3:3][O:4][c:5]1[cH:6][c:7]([S:13](=[O:14])(=[O:15])[CH2:16][C:17](=[O:18])[O:19][CH3:20])[cH:8][cH:9][c:10]1[O:11][CH3:12].[ClH:32].[H-:2].[Na+:1].[O:33]=[CH:34][N:35]([CH3:36])[CH3:37]>>[CH3:3][O:4][c:5]1[cH:6][c:7]([S:13](=[O:14])(=[O:15])[CH:16]([C:17](=[O:18])[O:19][CH3:20])[CH2:22][CH2:23][CH2:24][CH2:25][c:26]2[cH:27][cH:28][cH:29][cH:30][cH:31]2)[cH:8][cH:9][c:10]1[O:11][CH3:12].